This data is from the Open Reaction Database (ORD), a public repository of structured organic reaction records. The task is: describe an organic reaction: reactants, conditions, products, and yield Starting materials: ClC1=CC=C(C(=O)C2=C(C=C(N2C)CC(=O)O)C)C=C1.[Na] (sodium 5-(p-chlorobenzoyl)-1,4-dimethylpyrrole-2-acetic acid), Cl (hydrogen chloride), ClC1=CC=C(C(=O)C2=C(C=C(N2C)CC#N)C)C=C1 (5-(p-chlorobenzoyl)-1,4-dimethylpyrrole-2-acetonitrile), C(C)S (ethyl mercaptan). Product: CN1C=CC(=C1)C.S1C(=CC=C1)CC(=O)[O-] (1,4-dimethylpyrrole 2-thiolacetate). RXN SMILES: ClC1C=CC(C([C:8]2[N:12]([CH3:13])[C:11]([CH2:14][C:15]([OH:17])=[O:16])=[CH:10][C:9]=2[CH3:18])=O)=CC=1.[Na].ClC1C=CC(C(C2N(C)C(CC#N)=CC=2C)=O)=CC=1.C([SH:43])C.Cl>>[CH3:13][N:12]1[CH:8]=[C:9]([CH3:18])[CH:10]=[CH:11]1.[S:43]1[CH:8]=[CH:9][CH:10]=[C:11]1[CH2:14][C:15]([O-:17])=[O:16] |f:0.1,5.6,^1:20|. Reported procedure: A process of preparing sodium 5-(p-chlorobenzoyl)-1,4-dimethylpyrrole-2-acetic acid which comprises reacting 5-(p-chlorobenzoyl)-1,4-dimethylpyrrole-2-acetonitrile with ethyl mercaptan in the presence of hydrogen chloride in an anhydrous aprotic organic solvent under an inert atmosphere at or below 10° C. to yield ethyl 5-(p-chlorobenozyl)- 1,4-dimethylpyrrole-2-thiolacetate and then hydrolyzing said thiolacetate by treatment with aqueous sodium hydroxide. Reactants: NC1=CC=C(C=C1)CCCC#N (4-(4-aminophenyl)butanenitrile), C(#N)C(C)(C)NC1=CC=C(C=C1)CCCC#N (4-(4-((2-cyanopropan-2-yl)amino)phenyl)butanenitrile). Product: C(#N)CCCC1=CC=C(C=C1)NC1(CCC1)C#N (1-((4-(3-cyanopropyl)phenyl)amino)cyclobutanecarbonitrile). Reaction SMILES: [NH2:1][C:2]1[CH:7]=[CH:6][C:5]([CH2:8][CH2:9][CH2:10][C:11]#[N:12])=[CH:4][CH:3]=1.C(C(NC1C=C[C:22]([CH2:25][CH2:26][CH2:27][C:28]#[N:29])=CC=1)(C)C)#N>>[C:11]([CH2:10][CH2:9][CH2:8][C:5]1[CH:4]=[CH:3][C:2]([NH:1][C:27]2([C:28]#[N:29])[CH2:22][CH2:25][CH2:26]2)=[CH:7][CH:6]=1)#[N:12]. Procedure details: Compound 85 was prepared from compound 83 in a manner similar to synthesis of 84. The product is BrC1=CC=CC(=N1)CN1C=C(C(C2=CC=CC=C12)=O)C(=O)C1=NC=C(C(=C1)C)C (1-(6-Bromo-pyridin-2-ylmethyl)-3-(4,5-dimethyl-pyridine-2-carbonyl)-1H-quinolin-4-one). RXN SMILES: CON(C)[C:4]([C:6]1[C:15](=[O:16])[C:14]2[C:9](=[CH:10][CH:11]=[CH:12][CH:13]=2)[N:8]([CH2:17][C:18]2[CH:23]=[CH:22][CH:21]=[C:20]([Br:24])[N:19]=2)[CH:7]=1)=[O:5].I[C:27]1[CH:32]=[C:31]([CH3:33])[C:30]([CH3:34])=[CH:29][N:28]=1.C([Mg]Cl)(C)C>C1COCC1>[Br:24][C:20]1[N:19]=[C:18]([CH2:17][N:8]2[C:9]3[C:14](=[CH:13][CH:12]=[CH:11][CH:10]=3)[C:15](=[O:16])[C:6]([C:4]([C:27]3[CH:32]=[C:31]([CH3:33])[C:30]([CH3:34])=[CH:29][N:28]=3)=[O:5])=[CH:7]2)[CH:23]=[CH:22][CH:21]=1. The reactants are CON(C(=O)C1=CN(C2=CC=CC=C2C1=O)CC1=NC(=CC=C1)Br)C (1-(6-bromo-pyridin-2-ylmethyl)-4-oxo-1,4-dihydro-quinoline-3-carboxylic acid methoxy-methyl-amide), white powder, IC1=NC=C(C(=C1)C)C (2-iodo-4,5-dimethyl-pyridine), C(C)(C)[Mg]Cl (isopropylmagnesium chloride). The solvent is C1CCOC1 (THF), C1CCOC1 (THF). Reported procedure: Experimental conditions analogous to those described for Step 6 of Example 60 from 86 mg (0.21 mmol) of 1-(6-bromo-pyridin-2-ylmethyl)-4-oxo-1,4-dihydro-quinoline-3-carboxylic acid methoxy-methyl-amide in 1 mL THF and 125 mg (0.54 mmol) of 2-iodo-4,5-dimethyl-pyridine in 1 mL THF with 0.28 mL 2M isopropylmagnesium chloride using. Yield: 21 mg of a white powder. LC-MSD, m/z for C23H18BrN3O2 [M+H]+=448.0, 450.0; HPLC retention time: 2.2 min. Starting materials: C1(=CC=C(C=C1)CCl)CCl (p-xylylene dichloride), C1(=CC=CC=C1)P(C1=CC=CC=C1)C1=CC=CC=C1 (triphenylphosphine). Solvent: CN(C=O)C (dimethylformamide). The product is C1=CC=C(C=C1)[P+](CC2=CC=C(C=C2)C[P+](C3=CC=CC=C3)(C4=CC=CC=C4)C5=CC=CC=C5)(C6=CC=CC=C6)C7=CC=CC=C7.[Cl-].[Cl-] (p-xylylenebis(triphenylphosphonium chloride)). Isolated yield 90.0%. As a reaction SMILES: [C:1]1([CH2:9]Cl)[CH:6]=[CH:5][C:4]([CH2:7][Cl:8])=[CH:3][CH:2]=1.[C:11]1([P:17]([C:24]2[CH:29]=[CH:28][CH:27]=[CH:26][CH:25]=2)[C:18]2[CH:23]=[CH:22][CH:21]=[CH:20][CH:19]=2)[CH:16]=[CH:15][CH:14]=[CH:13][CH:12]=1>CN(C)C=O>[CH:27]1[CH:26]=[CH:25][C:24]([P+:17]([C:11]2[CH:12]=[CH:13][CH:14]=[CH:15][CH:16]=2)([C:18]2[CH:23]=[CH:22][CH:21]=[CH:20][CH:19]=2)[CH2:9][C:1]2[CH:6]=[CH:5][C:4]([CH2:7][P+:17]([C:18]3[CH:19]=[CH:20][CH:21]=[CH:22][CH:23]=3)([C:24]3[CH:29]=[CH:28][CH:27]=[CH:26][CH:25]=3)[C:11]3[CH:12]=[CH:13][CH:14]=[CH:15][CH:16]=3)=[CH:3][CH:2]=2)=[CH:29][CH:28]=1.[Cl-:8].[Cl-:8] |f:3.4.5|. Procedure details: In 175 ml of dimethylformamide were dissolved 1,513 g of p-xylylene dichloride and 50 g of triphenylphosphine and they were reacted for 3 hours under refluxing. Thereafter, the reaction mixture was cooled to room temperature, washed twice with each 100 ml of dimethylformamide and then washed twice with each 100 ml of diethyl ether, and then dried under reduced pressure to provide white powdery p-xylylenebis(triphenylphosphonium chloride) (XTPPC) having the following structure at a yield of 90%. ... Reported procedure: The title compound was prepared by substituting methyl 2,4-difluorobenzoate for ethyl 2,4-difluorobenzoate and 2-aminopyridin-4-ol for 2-methyl-5-indolol in EXAMPLE 3A, except here heating was at 130° C. Yields the product COC(C1=C(C=C(C=C1)F)OC1=CC(=NC=C1)N)=O (2-(2-Amino-pyridin-4-yloxy)-4-fluoro-benzoic acid methyl ester). Reaction SMILES: F[C:2]1[CH:12]=[C:11]([F:13])[CH:10]=[CH:9][C:3]=1[C:4]([O:6][CH2:7]C)=[O:5].[NH2:14][C:15]1[CH:20]=[C:19]([OH:21])[CH:18]=[CH:17][N:16]=1.CC1NC2C(C=1)=CC(O)=CC=2>>[CH3:7][O:6][C:4](=[O:5])[C:3]1[CH:9]=[CH:10][C:11]([F:13])=[CH:12][C:2]=1[O:21][C:19]1[CH:18]=[CH:17][N:16]=[C:15]([NH2:14])[CH:20]=1. Starting materials: FC1=C(C(=O)OCC)C=CC(=C1)F (ethyl 2,4-difluorobenzoate), NC1=NC=CC(=C1)O (2-aminopyridin-4-ol), CC=1NC2=CC=C(C=C2C1)O (2-methyl-5-indolol). Run in N1=CC=CC=C1 (pyridine). Procedure: A solution of (4-amino-3-pyridinyl)cyclohexylmethanone (5 g) and hydroxylamine hydrochloride (10 g) in 70 ml pyridine was stirred at 80° C. for three hours and thereafter concentrated. The residue was stirred with water, basified with sodium carbonate and extracted with dichloromethane. The organic extract was washed with water and saturated sodium chloride solution. The dried (anhy. MgSO4) organic layer was concentrated to 9 g waxy solid. This solid was triturated with acetonitrile to yield 4.9... Isolated yield 78.3%. Reactants: NC1=C(C=NC=C1)C(=O)C1CCCCC1 ((4-amino-3-pyridinyl)cyclohexylmethanone), Cl.NO (hydroxylamine hydrochloride). As a reaction SMILES: [NH2:1][C:2]1[CH:7]=[CH:6][N:5]=[CH:4][C:3]=1[C:8]([CH:10]1[CH2:15][CH2:14][CH2:13][CH2:12][CH2:11]1)=O.[ClH:16].[NH2:17][OH:18]>N1C=CC=CC=1>[ClH:16].[NH2:1][C:2]1[CH:7]=[CH:6][N:5]=[CH:4][C:3]=1[C:8]([CH:10]1[CH2:15][CH2:14][CH2:13][CH2:12][CH2:11]1)=[N:17][OH:18] |f:1.2,4.5|. Product: Cl.NC1=C(C=NC=C1)C(=NO)C1CCCCC1 ((4-Amino-3-pyridinyl)cyclohexylmethanone oxime hydrochloride).